The task is: describe an organic reaction: reactants, conditions, products, and yield. This data is from the Open Reaction Database (ORD), a public repository of structured organic reaction records. The reactants are Cl.Cl.Cl.N1C=NC(=C1)CN1CC(N(CC2=C1C=CC(=C2)C=2C=NC=CC2)C(C(F)(F)F)=O)CC2=CC=CC=C2 (2,3,4,5-Tetrahydro-1-(1H-imidazol-4-ylmethyl)-3-(phenylmethyl)-7-(3-pyridinyl)-4-(trifluoroacetyl)-1H-1,4-benzodiazepine, trihydrochloride), CNC (dimethylamine). Solvent: CN(C)C=O (DMF). Yields the product Cl.C(C)(=O)N1[C@@H](CN(C2=C(C1)C=C(C=C2)C2=CC=CC=C2)CC=2N=CNC2)CC2=CC=CC=C2 ((R)-4-Acetyl-2,3,4,5-tetrahydro-1-(1H-imidazol-4-ylmethyl)-7-phenyl-3-(phenylmethyl)-1H-1,4-benzodiazepine, monohydrochloride). As a reaction SMILES: [ClH:1].Cl.Cl.[NH:4]1[CH:8]=[C:7]([CH2:9][N:10]2[C:16]3[CH:17]=[CH:18][C:19]([C:21]4[CH:22]=N[CH:24]=[CH:25][CH:26]=4)=[CH:20][C:15]=3[CH2:14][N:13]([C:27](=[O:32])[C:28](F)(F)F)[CH:12]([CH2:33][C:34]3[CH:39]=[CH:38][CH:37]=[CH:36][CH:35]=3)[CH2:11]2)[N:6]=[CH:5]1.[CH3:40]NC>CN(C=O)C>[ClH:1].[C:27]([N:13]1[CH2:14][C:15]2[CH:20]=[C:19]([C:21]3[CH:22]=[CH:40][CH:24]=[CH:25][CH:26]=3)[CH:18]=[CH:17][C:16]=2[N:10]([CH2:9][C:7]2[N:6]=[CH:5][NH:4][CH:8]=2)[CH2:11][C@H:12]1[CH2:33][C:34]1[CH:35]=[CH:36][CH:37]=[CH:38][CH:39]=1)(=[O:32])[CH3:28] |f:0.1.2.3,6.7|. Procedure details: A solution of Compound B (7 g) and dimethylamine (2.0 M in THF, 75 mL, 150 mmol) in DMF (150 mL) was warmed to 80° C. (sealed tube) for 30 hr. The DMF was removed. The residue was passed through a short silica gel colum (5% MeOH, 0.5% NH4OH in CH2Cl2). The eluant was evaporated and the residue was purified by reverse phase preparative HPLC (gradient of aqueous methanol with 0.1% TFA) and converted to the HCl salt to provide Compound C as an off white solid (5.0 g, 60% from Compound D of Example ... Starting materials: O (water), CI (methyl iodide), [H-].[Na+] (sodium hydride), COC=1C(=CC=2C3=C(C=NC2C1)N(N=C3C3=CC(=C(C#N)C=C3)CO)C)OC (4-(7,8-Dimethoxy-3-methyl-3H-pyrazolo[3,4-c]quinolin-1-yl)-2-hydroxymethylbenzonitrile). Run in CN(C=O)C (N,N-dimethylformamide). Conditions: temperature 0 celsius, time 2 hour. The product is COC=1C(=CC=2C3=C(C=NC2C1)N(N=C3C3=CC(=C(C#N)C=C3)COC)C)OC (4-(7,8-dimethoxy-3-methyl-3H-pyrazolo[3,4-c]quinolin-1-yl)-2-methoxymethylbenzonitrile). The yield is 23.4%. RXN SMILES: [CH3:1][O:2][C:3]1[C:4]([O:27][CH3:28])=[CH:5][C:6]2[C:7]3[C:15]([C:16]4[CH:23]=[CH:22][C:19]([C:20]#[N:21])=[C:18]([CH2:24][OH:25])[CH:17]=4)=[N:14][N:13]([CH3:26])[C:8]=3[CH:9]=[N:10][C:11]=2[CH:12]=1.[CH3:29]I.[H-].[Na+].O>CN(C)C=O>[CH3:1][O:2][C:3]1[C:4]([O:27][CH3:28])=[CH:5][C:6]2[C:7]3[C:15]([C:16]4[CH:23]=[CH:22][C:19]([C:20]#[N:21])=[C:18]([CH2:24][O:25][CH3:29])[CH:17]=4)=[N:14][N:13]([CH3:26])[C:8]=3[CH:9]=[N:10][C:11]=2[CH:12]=1 |f:2.3|. Procedure details: 4-(7,8-Dimethoxy-3-methyl-3H-pyrazolo[3,4-c]quinolin-1-yl)-2-hydroxymethylbenzonitrile (17 mg, 44 μmol) is dissolved in N,N-dimethylformamide (2.1 ml) under argon, and methyl iodide (8.2 μl, 131 μmol) and sodium hydride (95%, 2.4 mg, 96 μmol) are subsequently added. The reaction solution is stirred at 0° C. for 2 h. After addition of a little water, the mixture is extracted with ethyl acetate and semi-saturated sodium chloride solution for work-up. The organic phase is dried over Na2SO4, filtere... Starting materials: CC(C)(OC(=O)NCC(=O)NC(CC(=O)OCC)C=1C=NC=CC1)C (ethyl β-[[2-[[(1,1-dimethylethoxy)carbonyl]amino]acetyl]amino]-pyridine-3-propanoate), Cl (HCl). Solvent: O1CCOCC1 (dioxane), O1CCOCC1 (dioxane). Conditions: time 2 hour. The product is Cl.Cl.NCC(=O)NC(CC(=O)OCC)C=1C=NC=CC1 (ethyl β-[(2-aminoacetyl)amino]pyridine-3-propanoate, bis hydrochloride salt). Reaction SMILES: CC(C)(OC([NH:7][CH2:8][C:9]([NH:11][CH:12]([C:19]1[CH:20]=[N:21][CH:22]=[CH:23][CH:24]=1)[CH2:13][C:14]([O:16][CH2:17][CH3:18])=[O:15])=[O:10])=O)C.[ClH:26]>O1CCOCC1>[ClH:26].[ClH:26].[NH2:7][CH2:8][C:9]([NH:11][CH:12]([C:19]1[CH:20]=[N:21][CH:22]=[CH:23][CH:24]=1)[CH2:13][C:14]([O:16][CH2:17][CH3:18])=[O:15])=[O:10] |f:3.4.5|. Procedure details: Ethyl β-[[2-[[(1,1-dimethylethoxy)carbonyl]amino]-acetyl]amino]pyridine-3-propanoate (from Step C) (232 g, 0.66 mole) was dissolved in warm dioxane (1 liter). After cooling to room temperature, 4M HCl in dioxane (1.6 liters) (Aldrich) was slowly added. A white precipitate formed after several minutes and then turned to a thick goo. After 2 hours, the solvent was decanted off. The goo was slurried in ether and the ether decanted off until a white solid resulted. This was dried under vacuum to yie... Reactants: [BH4-], CC(=O)OC(CN1CC=C(CCOC(c2ccccc2)c2ccccc2)CC1)c1ccccc1, C1CCOC1, CCO, [Na+], [Na+], [OH-], O, OO. Product: CC(=O)OC(CN1CCC(CCOC(c2ccccc2)c2ccccc2)C(O)C1)c1ccccc1. As a reaction SMILES: [BH4-:1].[C:3]([CH3:4])(=[O:5])[O:6][CH:7]([CH2:8][N:9]1[CH2:10][CH:11]=[C:12]([CH2:15][CH2:16][O:17][CH:18]([c:19]2[cH:20][cH:21][cH:22][cH:23][cH:24]2)[c:25]2[cH:26][cH:27][cH:28][cH:29][cH:30]2)[CH2:13][CH2:14]1)[c:31]1[cH:32][cH:33][cH:34][cH:35][cH:36]1.[CH2:45]1[O:46][CH2:47][CH2:48][CH2:49]1.[CH3:41][CH2:42][OH:43].[Na+:2].[Na+:38].[OH-:37].[OH2:44].[OH:39][OH:40]>>[C:3]([CH3:4])(=[O:5])[O:6][CH:7]([CH2:8][N:9]1[CH2:10][CH:11]([OH:37])[CH:12]([CH2:15][CH2:16][O:17][CH:18]([c:19]2[cH:20][cH:21][cH:22][cH:23][cH:24]2)[c:25]2[cH:26][cH:27][cH:28][cH:29][cH:30]2)[CH2:13][CH2:14]1)[c:31]1[cH:32][cH:33][cH:34][cH:35][cH:36]1.